From a dataset of the Open Reaction Database (ORD), a public repository of structured organic reaction records. describe an organic reaction: reactants, conditions, products, and yield The reactants are BrC1=C(C(=O)O)C=CC(=C1)\C=C\C(C(F)(F)F)C1=CC(=C(C(=C1)Cl)Cl)Cl ((E)-2-bromo-4-(4,4,4-trifluoro-3-(3,4,5-trichlorophenyl)but-1-en-1-yl)benzoic acid), Cl.C(C)N=C=NCCCN(C)C (1-ethyl-3-(3-dimethylaminopropyl) carbodiimide hydrochloride), Cl.NC1(CC1)C#N (1-amino-1-cyclopropanecarbonitrile hydrochloride), TEA, Cl (HCl). Reagents/catalysts: CN(C)C=1C=CN=CC1 (DMAP). The solvent is ClCCCl (DCE), CCOC(=O)C (EtOAc). Run at time 18 hour. The product is BrC1=C(C(=O)NC2(CC2)C#N)C=CC(=C1)\C=C\C(C(F)(F)F)C1=CC(=C(C(=C1)Cl)Cl)Cl ((E)-2-Bromo-N-(1-cyanocyclopropyl)-4-(4,4,4-trifluoro-3-(3,4,5-trichlorophenyl)but-1-en-1-yl)benzamide). Isolated yield 11.5%. As a reaction SMILES: [Br:1][C:2]1[CH:10]=[C:9](/[CH:11]=[CH:12]/[CH:13]([C:18]2[CH:23]=[C:22]([Cl:24])[C:21]([Cl:25])=[C:20]([Cl:26])[CH:19]=2)[C:14]([F:17])([F:16])[F:15])[CH:8]=[CH:7][C:3]=1[C:4](O)=[O:5].Cl.C(N=C=NCCCN(C)C)C.Cl.[NH2:40][C:41]1([C:44]#[N:45])[CH2:43][CH2:42]1.Cl>ClCCCl.CN(C1C=CN=CC=1)C.CCOC(C)=O>[Br:1][C:2]1[CH:10]=[C:9](/[CH:11]=[CH:12]/[CH:13]([C:18]2[CH:19]=[C:20]([Cl:26])[C:21]([Cl:25])=[C:22]([Cl:24])[CH:23]=2)[C:14]([F:17])([F:15])[F:16])[CH:8]=[CH:7][C:3]=1[C:4]([NH:40][C:41]1([C:44]#[N:45])[CH2:43][CH2:42]1)=[O:5] |f:1.2,3.4|. Reported procedure: To a stirred solution of (E)-2-bromo-4-(4,4,4-trifluoro-3-(3,4,5-trichlorophenyl)but-1-en-1-yl)benzoic acid (100 mg, 0.205 mmol) in DCE (10.0 mL) at RT was added 1-ethyl-3-(3-dimethylaminopropyl) carbodiimide hydrochloride (EDC hydrochloride) (58.9 mg, 0.307 mmol), 1-amino-1-cyclopropanecarbonitrile hydrochloride (24.3 mg, 0.296 mmol), DMAP (catalytic) and TEA (22.79 mg, 0.225 mmol). The resulting reaction mixture was stirred at RT for 18 h. To the reaction mixture was added EtOAc (50 mL) and 0.... The reactants are N (ammonia), C[Si](C)(C)Br (trimethylsilyl bromide), C(C)OCN1C=NC=2N(C(N(C(C12)=O)CCCCP([O-])([O-])=O)=O)C ([4-(7-ethoxymethyl-3-methylxanthin-1-yl)butyl]phosphonate), CO (methanol). Procedure: 3.4 ml (0.026 mol) of trimethylsilyl bromide were slowly added dropwise at 0° C., under an argon atmosphere, to a solution of 4.16 g (0.01 mol) of [4-(7-ethoxymethyl-3-methylxanthin-1-yl)butyl]phosphonate in 5 ml of dichloromethane. The solution was stirred at 0° C. for 1 hour and at room temperature for 2 hours. The dichloromethane was then evaporated and the oily residue which remained was dried in a bulb tube in an oil pump vacuum to remove excess trimethylsilyl bromide and ethyl bromide form... RXN SMILES: C[Si](Br)(C)C.[CH2:6]([O:8][CH2:9][N:10]1[C:18]2[C:17](=[O:19])[N:16]([CH2:20][CH2:21][CH2:22][CH2:23][P:24](=[O:27])([O-:26])[O-:25])[C:15](=[O:28])[N:14]([CH3:29])[C:13]=2[N:12]=[CH:11]1)[CH3:7].CO.[NH3:32]>ClCCl>[CH2:6]([O:8][CH2:9][N:10]1[C:18]2[C:17](=[O:19])[N:16]([CH2:20][CH2:21][CH2:22][CH2:23][P:24](=[O:25])([O-:27])[O-:26])[C:15](=[O:28])[N:14]([CH3:29])[C:13]=2[N:12]=[CH:11]1)[CH3:7].[NH4+:32].[NH4+:10] |f:5.6.7|. Run in ClCCl (dichloromethane). The product is C(C)OCN1C=NC=2N(C(N(C(C12)=O)CCCCP([O-])([O-])=O)=O)C.[NH4+].[NH4+] (Diammonium [4-(7-ethoxymethyl-3-methylxanthin-1-yl)butyl]phosphonate). Reaction conditions: temperature 0 celsius, time 2 hour. The reactants are CCO, CCc1cc(Cl)n2nccc2n1, Cl, CCOC(=O)CN, [Na+], [Na+], O=C([O-])[O-]. Product: CCOC(=O)CNc1cc(CC)nc2ccnn12. Reaction SMILES: [CH3:27][CH2:28][OH:29].[Cl:1][c:2]1[cH:3][c:4]([CH2:11][CH3:12])[n:5][c:6]2[n:7]1[n:8][cH:9][cH:10]2.[ClH:13].[NH2:14][CH2:15][C:16](=[O:17])[O:18][CH2:19][CH3:20].[Na+:21].[Na+:22].[O-:23][C:24](=[O:25])[O-:26]>>[c:2]1([NH:14][CH2:15][C:16](=[O:17])[O:18][CH2:19][CH3:20])[cH:3][c:4]([CH2:11][CH3:12])[n:5][c:6]2[n:7]1[n:8][cH:9][cH:10]2. Starting materials: C(C)(C)(C)OC(=O)N[C@@H]1CC[C@H](CC1)OC1=C2C(=CN=CC2=CC=C1)Br (trans-N-(tert-butoxycarbonyl)-4-[(4-bromo-5-isoquinolyl)oxy]cyclohexylamine), C(C)(C)(C)P(C1=C(C=CC=C1)C1=CC=CC=C1)C(C)(C)C (2-(di-tert-butylphosphino)biphenyl), CC(C)([O-])C.[Na+] (sodium tert-butoxide), N.O1CCOCC1 (ammonia dioxane). Reagents/catalysts: C=1C=CC(=CC1)/C=C/C(=O)/C=C/C2=CC=CC=C2.C=1C=CC(=CC1)/C=C/C(=O)/C=C/C2=CC=CC=C2.C=1C=CC(=CC1)/C=C/C(=O)/C=C/C2=CC=CC=C2.[Pd].[Pd] (tris(dibenzylideneacetone)dipalladium(0)). Conditions: temperature 70 celsius, time 22 hour. Product: C(C)(C)(C)OC(=O)N[C@@H]1CC[C@H](CC1)OC1=C2C(=CN=CC2=CC=C1)N (trans-N-(tert-butoxycarbonyl)-4-[(4-amino-5-isoquinolyl)oxy]cyclohexylamine). As a reaction SMILES: [C:1]([O:5][C:6]([NH:8][C@H:9]1[CH2:14][CH2:13][C@H:12]([O:15][C:16]2[CH:25]=[CH:24][CH:23]=[C:22]3[C:17]=2[C:18](Br)=[CH:19][N:20]=[CH:21]3)[CH2:11][CH2:10]1)=[O:7])([CH3:4])([CH3:3])[CH3:2].C(P(C(C)(C)C)C1C=CC=CC=1C1C=CC=CC=1)(C)(C)C.CC(C)([O-])C.[Na+].[NH3:54].O1CCOCC1>C1C=CC(/C=C/C(/C=C/C2C=CC=CC=2)=O)=CC=1.C1C=CC(/C=C/C(/C=C/C2C=CC=CC=2)=O)=CC=1.C1C=CC(/C=C/C(/C=C/C2C=CC=CC=2)=O)=CC=1.[Pd].[Pd]>[C:1]([O:5][C:6]([NH:8][C@H:9]1[CH2:14][CH2:13][C@H:12]([O:15][C:16]2[CH:25]=[CH:24][CH:23]=[C:22]3[C:17]=2[C:18]([NH2:54])=[CH:19][N:20]=[CH:21]3)[CH2:11][CH2:10]1)=[O:7])([CH3:4])([CH3:3])[CH3:2] |f:2.3,4.5,6.7.8.9.10|. Procedure details: A suspension of Intermediate 121 (100 mg), tris(dibenzylideneacetone)dipalladium(0) (22.1 mg), 2-(di-tert-butylphosphino)biphenyl (33.9 mg) and sodium tert-butoxide (35.3 mg) in 0.5 N ammonia/dioxane solution (2 ml) was stirred at 70° C. for 22 hours. The reaction mixture was filtered through a Celite layer, and the solvent was evaporated under reduced pressure. Then, the residue was purified by silica gel column chromatography (chloroform:methanol=9:1) to obtain the title compound (36.1 mg).